describe an organic reaction: reactants, conditions, products, and yield From a dataset of the Open Reaction Database (ORD), a public repository of structured organic reaction records. The reactants are ClC1=NC2=C(N1COCC[Si](C)(C)C)C=CC=C2 (2-Chloro-1-{[2-(trimethylsilyl)ethoxy]methyl}-1H-benzimidazole), C(C)N1C(N(C2=NC=CC=C21)C2=CC=C(C=C2)O)=O (1-ethyl-3-(4-hydroxyphenyl)-1,3-dihydro-2H-imidazo[4,5-b]pyridin-2-one), [H-].[Na+] (sodium hydride). Solvent: CN(C)C=O (DMF). Reaction conditions: temperature 200 celsius. Product: C(C)N1C(N(C2=NC=CC=C21)C2=CC=C(C=C2)OC2=NC1=C(N2COCC[Si](C)(C)C)C=CC=C1)=O (1-ethyl-3-{4-[(1-{[2-(trimethylsilyl)ethoxy]methyl}-1H-benzimidazol-2-yl)oxy]phenyl}-1,3-dihydro-2H-imidazo[4,5-b]pyridin-2-one). Yield: 94.5%. As a reaction SMILES: Cl[C:2]1[N:6]([CH2:7][O:8][CH2:9][CH2:10][Si:11]([CH3:14])([CH3:13])[CH3:12])[C:5]2[CH:15]=[CH:16][CH:17]=[CH:18][C:4]=2[N:3]=1.[CH2:19]([N:21]1[C:29]2[C:24](=[N:25][CH:26]=[CH:27][CH:28]=2)[N:23]([C:30]2[CH:35]=[CH:34][C:33]([OH:36])=[CH:32][CH:31]=2)[C:22]1=[O:37])[CH3:20].[H-].[Na+]>CN(C=O)C>[CH2:19]([N:21]1[C:29]2[C:24](=[N:25][CH:26]=[CH:27][CH:28]=2)[N:23]([C:30]2[CH:31]=[CH:32][C:33]([O:36][C:2]3[N:6]([CH2:7][O:8][CH2:9][CH2:10][Si:11]([CH3:14])([CH3:13])[CH3:12])[C:5]4[CH:15]=[CH:16][CH:17]=[CH:18][C:4]=4[N:3]=3)=[CH:34][CH:35]=2)[C:22]1=[O:37])[CH3:20] |f:2.3|. Reported procedure: 2-Chloro-1-{[2-(trimethylsilyl)ethoxy]methyl}-1H-benzimidazole (1.861 g) was added to a solution of 1-ethyl-3-(4-hydroxyphenyl)-1,3-dihydro-2H-imidazo[4,5-b]pyridin-2-one (1.4 g) and sodium hydride (0.263 g) in DMF (dry) (10 mL) at room temperature. The mixture was heated at 200° C. for 1 h under microwave irradiation. The reaction mixture was concentrated under reduced pressure. The residue was purified by column chromatography (NH silica gel, eluted with 5%-50% EtOAc in hexane) to give 1-ethyl... The reactants are C([O-])([O-])=O.[K+].[K+] (potassium carbonate), C([O-])([O-])=O.[Cs+].[Cs+] (cesium carbonate), IC (iodomethane), ClC1=C(C=O)C(=CC=C1O)Cl (2,6-dichloro-3-hydroxy-benzaldehyde). Solvent: CN(C=O)C (N,N-dimethylformamide). Product: ClC1=C(C=O)C(=CC=C1OC)Cl (2,6-dichloro-3-methoxy-benzaldehyde). Isolated yield 87.1%. RXN SMILES: [Cl:1][C:2]1[C:9]([OH:10])=[CH:8][CH:7]=[C:6]([Cl:11])[C:3]=1[CH:4]=[O:5].[C:12](=O)([O-])[O-].[K+].[K+].C(=O)([O-])[O-].[Cs+].[Cs+].IC>CN(C)C=O>[Cl:1][C:2]1[C:9]([O:10][CH3:12])=[CH:8][CH:7]=[C:6]([Cl:11])[C:3]=1[CH:4]=[O:5] |f:1.2.3,4.5.6|. Reported procedure: Dissolve 2,6-dichloro-3-hydroxy-benzaldehyde (10.7 g, 56 mmol) in N,N-dimethylformamide (80 ml), add potassium carbonate (15 g, 112 mmol), cesium carbonate(18.3 g, 56 mmol), iodomethane (7 ml, 112 mmol) and stir over night at room temperature. Filter reaction mixture into water washing solids with DMF, extract filtrate with ethyl acetate wash with water, brine, dry over sodium sulfate, filter and concentrate to yield 10 g (87%) of 2,6-dichloro-3-methoxy-benzaldehyde. Reactants: ClC\C=C(/CCC=C(C)C)\C ((Z)-8-Chloro-2,6-dimethyl-2,6-octadiene), C(C)OCP(=O)CP(OCC)(OCC)=O ([(ethoxymethylphosphinyl)methyl]phosphonic acid, diethyl ester), [I-] (iodide), CCOCC (ether), [H-].[Na+] (sodium hydride). The solvent is CN(C)C=O (DMF), CN(C)C=O (DMF), CN(C)C=O (DMF). Run at time 0.5 hour. Product: C(C)OCP(=O)C(CCC\C=C(/CCC=C(C)C)\C)P(OCC)(OCC)=O ((Z)-[1-(Ethoxymethylphosphinyl)-6,10-dimethyl-5,9-undecadienyl]phosphonicacid, diethyl ester). Reaction SMILES: [H-].[Na+].Cl[CH2:4]/[CH:5]=[C:6](/[CH3:13])\[CH2:7][CH2:8][CH:9]=[C:10]([CH3:12])[CH3:11].[CH2:14]([O:16][CH2:17][PH:18]([CH2:20][P:21](=[O:28])([O:25][CH2:26][CH3:27])[O:22][CH2:23][CH3:24])=[O:19])[CH3:15].[I-].[CH3:30][CH2:31]OCC>CN(C=O)C>[CH2:14]([O:16][CH2:17][PH:18]([CH:20]([P:21](=[O:28])([O:22][CH2:23][CH3:24])[O:25][CH2:26][CH3:27])[CH2:30][CH2:31][CH2:4]/[CH:5]=[C:6](/[CH3:13])\[CH2:7][CH2:8][CH:9]=[C:10]([CH3:12])[CH3:11])=[O:19])[CH3:15] |f:0.1|. Procedure: To a stirred mixture of 123 mg (5.13 mmol) of sodium hydride in 10 mL of DMF at 0° C. under argon was added 1.32 g (5.13 mmol) of Example 1, Part A [(ethoxymethylphosphinyl)methyl]phosphonic acid, diethyl ester in 5 mL of DMF dropwise over 20 minutes. The mixture was stirred for 0.5 hours and was treated with 1.00 g (3.42 mmol) of Part A iodide in 3 mL of DMF. The reaction was stirred at 0° C. for 1 hour then at room temperature for 48 hours, at which time the reaction was diluted with ether and...